This data is from the Open Reaction Database (ORD), a public repository of structured organic reaction records. The task is: describe an organic reaction: reactants, conditions, products, and yield The product is FC1=CC=C(CN(S(=O)(=O)C2=CC=C(C=C2)C)CC2CCC(CC2)C(=O)O)C=C1 (4-((N-(4-fluorobenzyl)-4-methylphenylsulfonamido)methyl)-cyclohexanecarboxylic acid). Procedure details: Prepared as in example 5-11 from 1-(bromomethyl)-4-fluorobenzene, 4-(aminomethyl)cyclohexanecarboxylic acid and 4-methylbenzene-1-sulfonylchloride. MS (M+H, 420); 1H NMR (400 MHz, DMSO-d6): δ, ppm: 0.71 (m, 2H)), 0.95 (m, 2H), 1.15 (br, s, 1H), 1.51 (d, 2H), 1.76 (d, 2H), 2.0 (1H), 2.40 (s, 3H), 2.85 (m, 2H), 4.22 (s, 2H), 7.14 (m, 2H), 7.32 (m, 2H), 7.40 (m, 2H), 7.69 (m, 2H), 11.93 (br, s, 1H). RXN SMILES: Br[CH2:2][C:3]1[CH:8]=[CH:7][C:6]([F:9])=[CH:5][CH:4]=1.[NH2:10][CH2:11][CH:12]1[CH2:17][CH2:16][CH:15]([C:18]([OH:20])=[O:19])[CH2:14][CH2:13]1.[CH3:21][C:22]1[CH:27]=[CH:26][C:25]([S:28](Cl)(=[O:30])=[O:29])=[CH:24][CH:23]=1>>[F:9][C:6]1[CH:7]=[CH:8][C:3]([CH2:2][N:10]([CH2:11][CH:12]2[CH2:13][CH2:14][CH:15]([C:18]([OH:20])=[O:19])[CH2:16][CH2:17]2)[S:28]([C:25]2[CH:26]=[CH:27][C:22]([CH3:21])=[CH:23][CH:24]=2)(=[O:30])=[O:29])=[CH:4][CH:5]=1. Reactants: BrCC1=CC=C(C=C1)F (1-(bromomethyl)-4-fluorobenzene), NCC1CCC(CC1)C(=O)O (4-(aminomethyl)cyclohexanecarboxylic acid), CC1=CC=C(C=C1)S(=O)(=O)Cl (4-methylbenzene-1-sulfonylchloride), ( 1H ). Starting materials: O1C=NC=C1C1=CC=C(C=C1)S(=O)(=O)Cl (4-oxazol-5-yl-benzenesulfonyl chloride), NC1=C(C=C(C=C1)Cl)C(=O)C=1C=NC=CC1C ((2-amino-5-chloro-phenyl)-(4-methyl-pyridin-3-yl)-methanone), N-aryl-benzenesulfonamides. The product is ClC1=CC(=C(C=C1)NS(=O)(=O)C1=CC=C(C=C1)C1=CN=CO1)C(=O)C=1C=NC=CC1C (N-[4-Chloro-2-(4-methyl-pyridine-3-carbonyl)-phenyl]-4-oxazol-5-yl-benzenesulfonamide). As a reaction SMILES: [O:1]1[C:5]([C:6]2[CH:11]=[CH:10][C:9]([S:12](Cl)(=[O:14])=[O:13])=[CH:8][CH:7]=2)=[CH:4][N:3]=[CH:2]1.[NH2:16][C:17]1[CH:22]=[CH:21][C:20]([Cl:23])=[CH:19][C:18]=1[C:24]([C:26]1[CH:27]=[N:28][CH:29]=[CH:30][C:31]=1[CH3:32])=[O:25]>>[Cl:23][C:20]1[CH:21]=[CH:22][C:17]([NH:16][S:12]([C:9]2[CH:10]=[CH:11][C:6]([C:5]3[O:1][CH:2]=[N:3][CH:4]=3)=[CH:7][CH:8]=2)(=[O:14])=[O:13])=[C:18]([C:24]([C:26]2[CH:27]=[N:28][CH:29]=[CH:30][C:31]=2[CH3:32])=[O:25])[CH:19]=1. Procedure: The title compound was prepared using 4-oxazol-5-yl-benzenesulfonyl chloride and (2-amino-5-chloro-phenyl)-(4-methyl-pyridin-3-yl)-methanone according to the general procedure for the preparation of the N-aryl-benzenesulfonamides. The reactants are CC1=CC2=C(OC(OC3=C(C2)C=C(C=C3)C)C(=O)O)C=C1 (2,10-dimethyl-12H-dibenzo[d,g][1,3]dioxocin-6-carboxylic acid), CO (methanol), S(O)(O)(=O)=O (sulfuric acid). The product is CC1=CC2=C(OC(OC3=C(C2)C=C(C=C3)C)C(=O)OC)C=C1 (methyl 2,10-dimethyl-12H-dibenzo[d,g][1,3]dioxocin-6-carboxylate). Reaction SMILES: [CH3:1][C:2]1[CH:21]=[CH:20][C:5]2[O:6][CH:7]([C:17]([OH:19])=[O:18])[O:8][C:9]3[CH:15]=[CH:14][C:13]([CH3:16])=[CH:12][C:10]=3[CH2:11][C:4]=2[CH:3]=1.S(=O)(=O)(O)O.[CH3:27]O>>[CH3:1][C:2]1[CH:21]=[CH:20][C:5]2[O:6][CH:7]([C:17]([O:19][CH3:27])=[O:18])[O:8][C:9]3[CH:15]=[CH:14][C:13]([CH3:16])=[CH:12][C:10]=3[CH2:11][C:4]=2[CH:3]=1. Reported procedure: The carboxylic acid was dissolved in 300 ml of methanol and 2 ml of concentrated sulfuric acid was added. The mixture was refluxed for 1 hour, cooled, the resulting crystals collected and recrystallized from methanol-acetone to give methyl 2,10-dimethyl-12H-dibenzo[d,g][1,3]dioxocin-6-carboxylate, m.p. 158°-160°C. The methyl ester and excess diethylamine are refluxed for 16 hours. The remaining diethylamine is removed, and N,N-diethyl-2,10-dimethyl-12H-dibenzo[d,g][1,3]dioxocin-6-carboxamide is ... Starting materials: NC=1C=C2C(=C(C=NC2=CC1NC(CCl)=O)C#N)NC1=CC(=C(C(=C1)OC)OC)OC (N-[6-Amino-3-cyano-4-(3,4,5-trimethoxyanilino)-7-quinolinyl]-2-chloroacetamide). The solvent is C(C)(=O)O (acetic acid). Product: ClCC=1N=C2C(=CC=3C(=C(C=NC3C2)C#N)NC2=CC(=C(C(=C2)OC)OC)OC)N1 (2-(chloromethyl)-8-(3,4,5-trimethoxyanilino)imidazo[4,5-g]quinoline-7-carbonitrile). RXN SMILES: [NH2:1][C:2]1[CH:3]=[C:4]2[C:9](=[CH:10][C:11]=1[NH:12][C:13](=O)[CH2:14][Cl:15])[N:8]=[CH:7][C:6]([C:17]#[N:18])=[C:5]2[NH:19][C:20]1[CH:25]=[C:24]([O:26][CH3:27])[C:23]([O:28][CH3:29])=[C:22]([O:30][CH3:31])[CH:21]=1>C(O)(=O)C>[Cl:15][CH2:14][C:13]1[N:12]=[C:11]2[CH2:10][C:9]3[N:8]=[CH:7][C:6]([C:17]#[N:18])=[C:5]([NH:19][C:20]4[CH:21]=[C:22]([O:30][CH3:31])[C:23]([O:28][CH3:29])=[C:24]([O:26][CH3:27])[CH:25]=4)[C:4]=3[CH:3]=[C:2]2[N:1]=1. Procedure: A of 0.11 g (0.25 mmol) sample of product from Example 46 in 3.0 mL of glacial acetic acid is heated at 100° C. for 15 minutes, then cooled to room temperature. Following evaporation of the solvent in vacuo, the residue is suspended in water and neutralized with solid sodium carbonate. The solid is collected by filtration, washed with water and dried to yield 0.1 g of 2-(chloromethyl)-8-(3,4,5-trimethoxyanilino)imidazo[4,5-g]quinoline-7-carbonitrile as a yellow solid. Reactants: aqueous solution, CN (methylamine), BrCC1=CC=C(C=C1)C1=C(C=CC=C1)C#N (4-bromomethyl-2'-cyanobiphenyl). The solvent is C1CCOC1 (THF). Yields the product C(#N)C1=C(C=CC=C1)C1=CC=C(C=C1)CNC (N-(2'-Cyanobiphenyl-4-yl)methyl-N-methyl amine). RXN SMILES: Br[CH2:2][C:3]1[CH:8]=[CH:7][C:6]([C:9]2[CH:14]=[CH:13][CH:12]=[CH:11][C:10]=2[C:15]#[N:16])=[CH:5][CH:4]=1.[CH3:17][NH2:18]>C1COCC1>[C:15]([C:10]1[CH:11]=[CH:12][CH:13]=[CH:14][C:9]=1[C:6]1[CH:7]=[CH:8][C:3]([CH2:2][NH:18][CH3:17])=[CH:4][CH:5]=1)#[N:16]. Procedure details: 62.1 g (228 mmol) 4-bromomethyl-2'-cyanobiphenyl (prepared according to D. J. Carini et al., J. Med. Chem. 1992, 34, 2525) were dissolved in 3 l THF. After addition of 1.5 l of a 40% aqueous solution of methylamine the mixture was stirred over night at room temperature, and the THF distilled off in vacuo. The remaining aqueous layer was extracted with ethyl acetate, the extract dried by stirring over night with 0.4 nm mole sieve, and evaporated in vacuo. The title compound was obtained as a visc... Reaction SMILES: [C:18](=[O:19])([O-:20])[O-:21].[CH3:24][N:25]([CH3:26])[CH:27]=[O:28].[CH:1]1([Cl:6])[CH2:2][CH2:3][CH2:4][CH2:5]1.[K+:22].[K+:23].[O:7]=[CH:8][c:9]1[cH:10][c:11]([OH:12])[c:13]([O:14][CH3:15])[cH:16][cH:17]1>>[CH:1]1([O:12][c:11]2[cH:10][c:9]([CH:8]=[O:7])[cH:17][cH:16][c:13]2[O:14][CH3:15])[CH2:2][CH2:3][CH2:4][CH2:5]1. The product is COc1ccc(C=O)cc1OC1CCCC1. Starting materials: O=C([O-])[O-], CN(C)C=O, ClC1CCCC1, [K+], [K+], COc1ccc(C=O)cc1O. Starting materials: O=C1N(CCNC1)C1CC=2C=CC(=CC2CC1)C#N (6-(2-Oxopiperazin-1-yl)-5,6,7,8-tetrahydronaphthalene-2-carbonitrile), N=1ON=C2C1C=CC(=C2)CC=O (2,1,3-benzoxadiazol-5-ylacetaldehyde). Yields the product N=1ON=C2C1C=CC(=C2)CCN2CC(N(CC2)C2CC=1C=CC(=CC1CC2)C#N)=O (6-{4-[2-(2,1,3-Benzoxadiazol-5-yl)ethyl]-2-oxopiperazin-1-yl}-5,6,7,8-tetrahydronaphthalene-2-carbonitrile). Reaction SMILES: [O:1]=[C:2]1[CH2:7][NH:6][CH2:5][CH2:4][N:3]1[CH:8]1[CH2:17][CH2:16][C:15]2[CH:14]=[C:13]([C:18]#[N:19])[CH:12]=[CH:11][C:10]=2[CH2:9]1.[N:20]1[O:21][N:22]=[C:23]2[CH:28]=[C:27]([CH2:29][CH:30]=O)[CH:26]=[CH:25][C:24]=12>>[N:20]1[O:21][N:22]=[C:23]2[CH:28]=[C:27]([CH2:29][CH2:30][N:6]3[CH2:5][CH2:4][N:3]([CH:8]4[CH2:17][CH2:16][C:15]5[CH:14]=[C:13]([C:18]#[N:19])[CH:12]=[CH:11][C:10]=5[CH2:9]4)[C:2](=[O:1])[CH2:7]3)[CH:26]=[CH:25][C:24]=12. Procedure: The title compound was prepared from 6-(2-Oxopiperazin-1-yl)-5,6,7,8-tetrahydronaphthalene-2-carbonitrile and 2,1,3-benzoxadiazol-5-ylacetaldehyde following essentially the same procedure as Example 6. The product was purified by mass-directed reverse phase HPLC (AcCN-Water with 0.1% TFA). LC-MS (IE, m/z): 402 [M+1]+. The reactants are COc1cc(C(=O)Cl)cc(Cl)c1OCc1ccccc1, CCN(C(C)C)C(C)C, ClCCl, Nc1ccccc1S, c1ccc2c(c1)NCS2. Yields the product COc1cc(C(=O)N2CSc3ccccc32)cc(Cl)c1OCc1ccccc1. RXN SMILES: [CH2:27]([c:28]1[cH:29][cH:30][cH:31][cH:32][cH:33]1)[O:34][c:35]1[c:36]([Cl:46])[cH:37][c:38]([C:39](=[O:40])[Cl:41])[cH:42][c:43]1[O:44][CH3:45].[CH:18]([N:19]([CH:20]([CH3:21])[CH3:22])[CH2:23][CH3:24])([CH3:25])[CH3:26].[Cl:47][CH2:48][Cl:49].[NH2:10][c:11]1[cH:12][cH:13][cH:14][cH:15][c:16]1[SH:17].[S:1]1[CH2:2][NH:3][c:4]2[c:5]1[cH:6][cH:7][cH:8][cH:9]2>>[S:1]1[CH2:2][N:3]([C:39]([c:38]2[cH:37][c:36]([Cl:46])[c:35]([O:34][CH2:27][c:28]3[cH:29][cH:30][cH:31][cH:32][cH:33]3)[c:43]([O:44][CH3:45])[cH:42]2)=[O:40])[c:4]2[c:5]1[cH:6][cH:7][cH:8][cH:9]2. The reactants are O=Cc1cc(Br)cs1, CC(=O)O[BH-](OC(C)=O)OC(C)=O, ClCCl, CN1CCNCC1, CC(=O)O, CN(C)C=O, [Na+]. The product is CN1CCN(Cc2cc(Br)cs2)CC1. Reaction SMILES: [Br:8][c:9]1[cH:10][c:11]([CH:14]=[O:15])[s:12][cH:13]1.[C:16]([O:17][BH-:18]([O:19][C:20](=[O:21])[CH3:22])[O:23][C:24](=[O:25])[CH3:26])(=[O:27])[CH3:28].[CH2:34]([Cl:35])[Cl:36].[CH3:1][N:2]1[CH2:3][CH2:4][NH:5][CH2:6][CH2:7]1.[CH3:30][C:31](=[O:32])[OH:33].[CH3:37][N:38]([CH3:39])[CH:40]=[O:41].[Na+:29]>>[CH3:1][N:2]1[CH2:3][CH2:4][N:5]([CH2:14][c:11]2[cH:10][c:9]([Br:8])[cH:13][s:12]2)[CH2:6][CH2:7]1. Reactants: [Al+3], C1CCOC1, COC(=O)C(C)(C)N1CCC(Cc2nc3c(N4CCOCC4)nc(-n4c(C)nc5ccccc54)nc3n2C)CC1, [H-], [H-], [H-], [H-], [Li+]. Yields the product Cc1nc2ccccc2n1-c1nc(N2CCOCC2)c2nc(CC3CCN(C(C)(C)CO)CC3)n(C)c2n1. As a reaction SMILES: [Al+3:42].[CH2:47]1[O:48][CH2:49][CH2:50][CH2:51]1.[CH3:1][C:2]([C:3](=[O:4])[O:5][CH3:6])([CH3:7])[N:8]1[CH2:9][CH2:10][CH:11]([CH2:14][c:15]2[n:16]([CH3:40])[c:17]3[n:18][c:19](-[n:30]4[c:31]([CH3:39])[n:32][c:33]5[c:34]4[cH:35][cH:36][cH:37][cH:38]5)[n:20][c:21]([N:24]4[CH2:25][CH2:26][O:27][CH2:28][CH2:29]4)[c:22]3[n:23]2)[CH2:12][CH2:13]1.[H-:41].[H-:44].[H-:45].[H-:46].[Li+:43]>>[CH3:1][C:2]([CH2:3][OH:4])([CH3:7])[N:8]1[CH2:9][CH2:10][CH:11]([CH2:14][c:15]2[n:16]([CH3:40])[c:17]3[n:18][c:19](-[n:30]4[c:31]([CH3:39])[n:32][c:33]5[c:34]4[cH:35][cH:36][cH:37][cH:38]5)[n:20][c:21]([N:24]4[CH2:25][CH2:26][O:27][CH2:28][CH2:29]4)[c:22]3[n:23]2)[CH2:12][CH2:13]1.